From a dataset of the Open Reaction Database (ORD), a public repository of structured organic reaction records. describe an organic reaction: reactants, conditions, products, and yield Starting materials: NC1=CC(=NC2=CC=CC=C12)C (4-aminoquinaldine), C(C1=CC=CC=C1)=O (benzaldehyde), C(C)(=O)OC(C)=O (acetic anhydride). Yields the product C1(=CC=CC=C1)/C=C/C1=NC2=CC=CC=C2C(=C1)NC(C)=O (N-{2-[(E)-2-phenylethenyl]-4-quinolinyl}acetamide). Isolated yield 64.3%. As a reaction SMILES: [NH2:1][C:2]1[C:11]2[C:6](=[CH:7][CH:8]=[CH:9][CH:10]=2)[N:5]=[C:4]([CH3:12])[CH:3]=1.[CH:13](=O)[C:14]1[CH:19]=[CH:18][CH:17]=[CH:16][CH:15]=1.[C:21](OC(=O)C)(=[O:23])[CH3:22]>>[C:14]1(/[CH:13]=[CH:12]/[C:4]2[CH:3]=[C:2]([NH:1][C:21](=[O:23])[CH3:22])[C:11]3[C:6](=[CH:7][CH:8]=[CH:9][CH:10]=3)[N:5]=2)[CH:19]=[CH:18][CH:17]=[CH:16][CH:15]=1. Procedure: A mixture of 4-aminoquinaldine (2-methyl4-quinolinamine) (3.00 g, 19.0 mmol), benzaldehyde (6.05 g, 5.80 mL, 57.0 mmol) and acetic anhydride (5.82 g, 5.38 mL, 57.0 mmol) was stirred at reflux for 5 h. After cooling, the volume was reduced in vacuo to give a brown oil, which was triturated overnight with diethyl ether. A formed solid was collected by filtration and air-dried to provide the title compound as a yellow solid (3.52 g, 64%). MS (API+): M+1: 289 (100%); 1H NMR (300 MHz, DMSO-d6) d 2.30... Yields the product C(C)(=O)OCC=1C=CC=2NC(NC(C2N1)=O)=O (6-(Acetoxymethyl)-2,4-dioxopyrido[3,2-d]pyrimidine). The solvent is C(C)(=O)O (acetic acid). Reported procedure: 1.77 g of 1 (10 mmol) in 50 ml of glacial acetic acid containing 6.5 g of MCPBA (57-85%) was refluxed for 3 hours. Acetic anhydride (40 ml) was added to the hot reaction mixture and the refluxing was continued for another half an hour. The clear brown solution was evaporated to dryness and the solid was stirred with ether (100 ml) and filtered. The solid was crystallized from ethanol to give 1.55 g (66%) of 2. Starting materials: O=C1NC(C2=C(N1)C=CC(=N2)C)=O (2,4-dioxo-6-methylpyrido-[3,2-d]pyrimidine), C1=CC(=CC(=C1)Cl)C(=O)OO (MCPBA), C(C)(=O)OC(C)=O (Acetic anhydride). As a reaction SMILES: [O:1]=[C:2]1[NH:7][C:6]2[CH:8]=[CH:9][C:10]([CH3:12])=[N:11][C:5]=2[C:4](=[O:13])[NH:3]1.C1C=C(Cl)C=[C:16]([C:21]([O:23]O)=[O:22])C=1.C(OC(=O)C)(=O)C>C(O)(=O)C>[C:21]([O:23][CH2:12][C:10]1[CH:9]=[CH:8][C:6]2[NH:7][C:2](=[O:1])[NH:3][C:4](=[O:13])[C:5]=2[N:11]=1)(=[O:22])[CH3:16]. The yield is 66.0%. The reactants are N([C@@H](CC1=CC=CC=C1)C(=O)O)C(=O)OC(C)(C)C (Boc-Phe-OH), CNOC (N,O dimethylhydroxylamine), TEA, C=1C=CC2=C(C1)N=NN2O (HOBT), CCN=C=NCCCN(C)C (EDCI). The solvent is C(Cl)Cl (DCM). Run at temperature 0 celsius, time 8 hour. Yields the product CON(C([C@@H](NC(=O)OC(C)(C)C)CC1=CC=CC=C1)=O)C (N-tert-Butoxycarbonyl-phenylalanine-N-methoxy-N-methylamide). The yield is 88.0%. As a reaction SMILES: [NH:1]([C:13]([O:15][C:16]([CH3:19])([CH3:18])[CH3:17])=[O:14])[C@H:2]([C:10]([OH:12])=O)[CH2:3][C:4]1[CH:9]=[CH:8][CH:7]=[CH:6][CH:5]=1.[CH3:20][NH:21][O:22][CH3:23].C1C=CC2N(O)N=NC=2C=1.CCN=C=NCCCN(C)C>C(Cl)Cl>[CH3:23][O:22][N:21]([CH3:20])[C:10](=[O:12])[C@H:2]([CH2:3][C:4]1[CH:5]=[CH:6][CH:7]=[CH:8][CH:9]=1)[NH:1][C:13]([O:15][C:16]([CH3:19])([CH3:18])[CH3:17])=[O:14]. Procedure details: To a solution of Boc-Phe-OH 5.1 (2.0 g, 7.53 mmol) and N,O dimethylhydroxylamine (808 mg, 8.29 mmol) in DCM (38 ml) was added TEA (2.2 ml, 15.8 mmol) and HOBT (1.27 g, 8.29 mmol). After cooling to 0° C., EDCI (1.59 g, 8.29 mmol) was added in one portion, and the reaction was stirred overnight, warming to room temperature. The reaction was concentrated in vacuo, diluted with EthOAc (150 ml), and washed with H2O, 1 N KHSO4, 1 N NaHCO3 and brine. After drying over Na2SO4, filtering, and concentrati... Conditions: time 2 hour. The yield is 49.0%. The reactants are NC=1C(N(C(N(C1N)CC)=O)CC)=O (5,6-diamino-1,3-diethyluracil), aqueous solution, [OH-].[Na+] (sodium hydroxide), COC=1C=C(C=CC(=O)O)C=CC1 (3-Methoxycinnamic acid), Cl.C(C)N(CCCN=C=NCC)CC (3-(3-diethylaminopropyl)-1-ethylcarbodiimide hydrochloride). As a reaction SMILES: [CH3:1][O:2][C:3]1[CH:4]=[C:5]([CH:11]=[CH:12][CH:13]=1)[CH:6]=[CH:7][C:8](O)=O.Cl.C(N(CC)CCCN=C=NCC)C.[NH2:28][C:29]1[C:30](=[O:41])[N:31]([CH2:39][CH3:40])[C:32](=[O:38])[N:33]([CH2:36][CH3:37])[C:34]=1[NH2:35].[OH-].[Na+]>C(Cl)(Cl)Cl.O.O1CCOCC1>[CH2:39]([N:31]1[C:30](=[O:41])[C:29]2[NH:28][C:8](/[CH:7]=[CH:6]/[C:5]3[CH:11]=[CH:12][CH:13]=[C:3]([O:2][CH3:1])[CH:4]=3)=[N:35][C:34]=2[N:33]([CH2:36][CH3:37])[C:32]1=[O:38])[CH3:40] |f:1.2,4.5|. Reported procedure: 3-Methoxycinnamic acid (2.48 g, 13.9 mmol) and 3-(3-diethylaminopropyl)-1-ethylcarbodiimide hydrochloride (3.62 g, 18.9 mmol) were added to a mixture of dioxane (80 ml) and water (40 ml) containing 5,6-diamino-1,3-diethyluracil [J. Am. Chem. Soc., 75, 114 (1953)] (2.5 g, 12.6 mmol). The resulting solution was stirred at room temperature for 2 hours at pH 5.5. After a 4N aqueous solution of sodium hydroxide was added thereto to adjust the pH to >14, 40 ml of water was added and the mixture was he... The solvent is O (water), O (water), O1CCOCC1 (dioxane), C(Cl)(Cl)Cl (chloroform). The product is C(C)N1C(=O)N(C=2N=C(NC2C1=O)\C=C\C1=CC(=CC=C1)OC)CC ((E)-1,3-Diethyl-8-(3-methoxystyryl)xanthine). Procedure: Cesium carbonate (20.8 g, 0.064 mol) was added to a stirred solution of 5-bromonicotinonitrile (6 g, 0.0322 mol) and cyclopropylboronic acid (2.8 g, 0.032 mol) in a mixture of 1,4-dioxan (100 mL) and water (50 mL). The reaction vessel was purged with argon for 20 min and Pd(dppf)2Cl2.DCM (1.3 g, 0.0016 mol) was added to the reaction mixture. The reaction vessel was purged again with argon for 10 min and subsequently allowed to stir at 100° C. for 3 h. The reaction mixture was filtered through a ... Yields the product C1(CC1)C=1C=NC=C(C#N)C1 (5-cyclopropylnicotinonitrile). The reactants are C([O-])([O-])=O.[Cs+].[Cs+] (Cesium carbonate), BrC=1C=NC=C(C#N)C1 (5-bromonicotinonitrile), C1(CC1)B(O)O (cyclopropylboronic acid), C(Cl)Cl (DCM). Solvent: O1CCOCC1 (1,4-dioxan), O (water). Run at temperature 100 celsius, time 3 hour. As a reaction SMILES: C(=O)([O-])[O-].[Cs+].[Cs+].Br[C:8]1[CH:9]=[N:10][CH:11]=[C:12]([CH:15]=1)[C:13]#[N:14].[CH:16]1(B(O)O)[CH2:18][CH2:17]1.C(Cl)Cl>O1CCOCC1.O>[CH:16]1([C:8]2[CH:9]=[N:10][CH:11]=[C:12]([CH:15]=2)[C:13]#[N:14])[CH2:18][CH2:17]1 |f:0.1.2|. Reactants: C(C)(=O)O.COC([C@H](C1CCCCC1)NC(C(CC1=CC=C(C=C1)C(N)=N)C(N(C)C)=O)=O)=O ([3-(4-Carbamimidoyl-phenyl)-2-(R,S)-dimethylcarbamoyl-propionylamino]-(S)-cyclohexyl-acetic acid methyl ester acetic acid salt). The solvent is Cl (hydrochloric acid), O (water). Conditions: time 15 hour. Yields the product C(N)(=N)C1=CC=C(C=C1)CC(C(=O)N[C@H](C(=O)O)C1CCCCC1)C(N(C)C)=O ([3-(4-Carbamimidoyl-phenyl)-2-(R,S)-dimethylcarbamoyl-propionylamino]-(S)-cyclohexyl-acetic Acid). Reaction SMILES: C(O)(=O)C.C[O:6][C:7](=[O:34])[C@@H:8]([NH:15][C:16](=[O:33])[CH:17]([C:28](=[O:32])[N:29]([CH3:31])[CH3:30])[CH2:18][C:19]1[CH:24]=[CH:23][C:22]([C:25](=[NH:27])[NH2:26])=[CH:21][CH:20]=1)[CH:9]1[CH2:14][CH2:13][CH2:12][CH2:11][CH2:10]1>Cl.O>[C:25]([C:22]1[CH:21]=[CH:20][C:19]([CH2:18][CH:17]([C:28](=[O:32])[N:29]([CH3:30])[CH3:31])[C:16]([NH:15][C@@H:8]([CH:9]2[CH2:14][CH2:13][CH2:12][CH2:11][CH2:10]2)[C:7]([OH:34])=[O:6])=[O:33])=[CH:24][CH:23]=1)(=[NH:26])[NH2:27] |f:0.1|. Procedure details: [3-(4-Carbamimidoyl-phenyl)-2-(R,S)-dimethylcarbamoyl-propionylamino]-(S)-cyclohexyl-acetic acid methyl ester acetic acid salt (7 g, 14.7 mmol) was dissolved in a mixture of hydrochloric acid (50 ml) and water (50 ml). After 15 hours stirring at room temperature the mixture was evaporated and after addition of water lyophilized. The residue was purified by chromatography on Sephadex LH20 employing n-butanol (17): glacial acetic acid (1): water (2) as eluent. Pure fractions were combined. The sol... Starting materials: O=C1CCC(=O)N1Br, ClCCl, CS(=O)(=O)c1ccc(C(=CC2CCCCCC2)C(=O)O)cc1, Nc1nccs1, c1ccc(P(c2ccccc2)c2ccccc2)cc1. Product: CS(=O)(=O)c1ccc(C(=CC2CCCCCC2)C(=O)Nc2nccs2)cc1. Reaction SMILES: [Br:20][N:21]1[C:22](=[O:23])[CH2:24][CH2:25][C:26]1=[O:27].[CH2:56]([Cl:57])[Cl:58].[CH:28]1([CH:35]=[C:36]([C:37](=[O:38])[OH:39])[c:40]2[cH:41][cH:42][c:43]([S:46](=[O:47])(=[O:48])[CH3:49])[cH:44][cH:45]2)[CH2:29][CH2:30][CH2:31][CH2:32][CH2:33][CH2:34]1.[NH2:50][c:51]1[s:52][cH:53][cH:54][n:55]1.[c:1]1([P:2]([c:3]2[cH:4][cH:5][cH:6][cH:7][cH:8]2)[c:9]2[cH:10][cH:11][cH:12][cH:13][cH:14]2)[cH:15][cH:16][cH:17][cH:18][cH:19]1>>[CH:28]1([CH:35]=[C:36]([C:37](=[O:39])[NH:50][c:51]2[s:52][cH:53][cH:54][n:55]2)[c:40]2[cH:41][cH:42][c:43]([S:46](=[O:47])(=[O:48])[CH3:49])[cH:44][cH:45]2)[CH2:29][CH2:30][CH2:31][CH2:32][CH2:33][CH2:34]1.